This data is from the Open Reaction Database (ORD), a public repository of structured organic reaction records. The task is: describe an organic reaction: reactants, conditions, products, and yield Yields the product Clc1ccccc1C(c1ccc2c(c1)CCCC2)n1ccnc1. Reaction SMILES: [CH2:33]([Cl:34])[Cl:35].[Cl:1][c:2]1[c:3]([CH:8]([Cl:9])[c:10]2[cH:11][c:12]3[c:17]([cH:18][cH:19]2)[CH2:16][CH2:15][CH2:14][CH2:13]3)[cH:4][cH:5][cH:6][cH:7]1.[Cl:25][c:26]1[c:27]([Cl:28])[cH:29][cH:30][cH:31][cH:32]1.[nH:20]1[cH:21][n:22][cH:23][cH:24]1>>[Cl:1][c:2]1[c:3]([CH:8]([c:10]2[cH:11][c:12]3[c:17]([cH:18][cH:19]2)[CH2:16][CH2:15][CH2:14][CH2:13]3)[n:20]2[cH:21][n:22][cH:23][cH:24]2)[cH:4][cH:5][cH:6][cH:7]1. The reactants are ClCCl, Clc1ccccc1C(Cl)c1ccc2c(c1)CCCC2, Clc1ccccc1Cl, c1c[nH]cn1. Reaction SMILES: [Br:1][CH2:2][CH2:3][C:4](Cl)=[O:5].[CH3:7][N:8]1[C:17]2[C:16](=[O:18])[NH:15][C:14]3[CH:19]=[CH:20][CH:21]=[CH:22][C:13]=3[NH:12][C:11]=2[C:10]([CH3:23])=[CH:9]1.C(=O)([O-])[O-].[K+].[K+]>O1CCOCC1>[Br:1][CH2:2][CH2:3][C:4]([N:12]1[C:13]2[CH:22]=[CH:21][CH:20]=[CH:19][C:14]=2[NH:15][C:16](=[O:18])[C:17]2[N:8]([CH3:7])[CH:9]=[C:10]([CH3:23])[C:11]1=2)=[O:5] |f:2.3.4|. Run in O1CCOCC1 (dioxane), O1CCOCC1 (dioxane). Run at time 2 hour. The product is BrCCC(=O)N1C2=C(C(NC3=C1C=CC=C3)=O)N(C=C2C)C (4-(3-Bromopropionyl)-1,3-dimethyl-1,4,9,10-tetrahydropyrrolo[3,2-b][1,5]benzodiazepin-10-one). Reported procedure: A solution of 3.42 g of 3-bromopropionyl chloride in 20 ml of dioxane is added dropwise to 4.54 g of 1,3-dimethyl-1,4,9,10-tetrahydropyrrolo[3,2-b][1,5]benzodiazepin-10-one, 5.0 g of powdered anhydrous potassium carbonate and 80 ml of dry dioxane in the course of 10 minutes at from 50° to 60° C., and the mixture is stirred at this temperature for a further 2 hours. The solvent is stripped off in vacuo, and the resulting solid residue is stirred with 300 ml of ice water and filtered off. 5.1 g of... Reactants: ice water, BrCCC(=O)Cl (3-bromopropionyl chloride), CN1C=C(C=2NC3=C(NC(C21)=O)C=CC=C3)C (1,3-dimethyl-1,4,9,10-tetrahydropyrrolo[3,2-b][1,5]benzodiazepin-10-one), C([O-])([O-])=O.[K+].[K+] (potassium carbonate). The yield is 70.6%. The reactants are C12C(C3CC(CC(C1)C3)C2)N2NC(C2=O)(C)C (2-(Adamantan-2-yl)-4,4-dimethyl-1,2-diazetidin-3-one), [N+](=O)([O-])C1=CC=C(CBr)C=C1 (4-nitrobenzyl bromide). The product is CC1(C(N(N1CC1=CC=C(C=C1)[N+](=O)[O-])C1C2CC3CC(CC1C3)C2)=O)C (4,4-dimethyl-1-(4-nitrobenzyl)-2-(adamantan-2-yl)-1,2-diazetidin-3-one). RXN SMILES: [CH:1]12[CH2:10][CH:5]3[CH2:6][CH:7]([CH2:9][CH:3]([CH2:4]3)[CH:2]1[N:11]1[C:14](=[O:15])[C:13]([CH3:17])([CH3:16])[NH:12]1)[CH2:8]2.[N+:18]([C:21]1[CH:28]=[CH:27][C:24]([CH2:25]Br)=[CH:23][CH:22]=1)([O-:20])=[O:19]>>[CH3:16][C:13]1([CH3:17])[N:12]([CH2:25][C:24]2[CH:27]=[CH:28][C:21]([N+:18]([O-:20])=[O:19])=[CH:22][CH:23]=2)[N:11]([CH:2]2[CH:3]3[CH2:4][CH:5]4[CH2:6][CH:7]([CH2:8][CH:1]2[CH2:10]4)[CH2:9]3)[C:14]1=[O:15]. Reported procedure: 2-(Adamantan-2-yl)-4,4-dimethyl-1,2-diazetidin-3-one and 4-nitrobenzyl bromide were used for a similar reaction and treatment as Process 6 of Example 1, and the title compound was obtained as a yellow crystalline powder. The reactants are COC=1C=C(CBr)C=C(C1)OC (3,5-dimethoxybenzyl bromide), C1(=CC=CC=C1)P(C1=CC=CC=C1)C1=CC=CC=C1 (triphenylphosphine). Solvent: C(C)#N (acetonitrile). The product is [Br-].COC=1C=C(C[P+](C2=CC=CC=C2)(C2=CC=CC=C2)C2=CC=CC=C2)C=C(C1)OC (3,5-dimethoxybenzyl triphenylphosphonium bromide). Reaction SMILES: [CH3:1][O:2][C:3]1[CH:4]=[C:5]([CH:8]=[C:9]([O:11][CH3:12])[CH:10]=1)[CH2:6][Br:7].[C:13]1([P:19]([C:26]2[CH:31]=[CH:30][CH:29]=[CH:28][CH:27]=2)[C:20]2[CH:25]=[CH:24][CH:23]=[CH:22][CH:21]=2)[CH:18]=[CH:17][CH:16]=[CH:15][CH:14]=1>C(#N)C>[Br-:7].[CH3:1][O:2][C:3]1[CH:4]=[C:5]([CH:8]=[C:9]([O:11][CH3:12])[CH:10]=1)[CH2:6][P+:19]([C:20]1[CH:21]=[CH:22][CH:23]=[CH:24][CH:25]=1)([C:26]1[CH:31]=[CH:30][CH:29]=[CH:28][CH:27]=1)[C:13]1[CH:14]=[CH:15][CH:16]=[CH:17][CH:18]=1 |f:3.4|. Procedure details: The 3,5-dimethoxybenzyl triphenylphosphonium bromide is prepared by refluxing a mixture of 3,5-dimethoxybenzyl bromide (12 g.) and triphenylphosphine (14.2 g.) in acetonitrile (200 ml.) for one hour. The reaction mixture is then cooled and the crystalline product recovered by filtration, washed with ether and dried (20 g.); m.p. 269°-270° C. Reactants: COc1cc2nc(N3CCNCC3)nc(N)c2cc1OC, CC(C)=O, C(=NC1CCCCC1)=NC1CCCCC1, C1CCOC1, O=C(O)C1COc2ccccc2O1. Product: COc1cc2nc(N3CCN(C(=O)C4COc5ccccc5O4)CC3)nc(N)c2cc1OC. Reaction SMILES: [CH3:19][O:20][c:21]1[cH:22][c:23]2[c:24]([NH2:39])[n:25][c:26]([N:33]3[CH2:34][CH2:35][NH:36][CH2:37][CH2:38]3)[n:27][c:28]2[cH:29][c:30]1[O:31][CH3:32].[CH3:55][C:56](=[O:57])[CH3:58].[CH:40]1([N:41]=[C:42]=[N:43][CH:44]2[CH2:45][CH2:46][CH2:47][CH2:48][CH2:49]2)[CH2:50][CH2:51][CH2:52][CH2:53][CH2:54]1.[O:14]1[CH2:15][CH2:16][CH2:17][CH2:18]1.[O:1]1[CH:2]([C:11](=[O:12])[OH:13])[CH2:3][O:4][c:5]2[c:6]1[cH:7][cH:8][cH:9][cH:10]2>>[O:1]1[CH:2]([C:11](=[O:13])[N:36]2[CH2:35][CH2:34][N:33]([c:26]3[n:25][c:24]([NH2:39])[c:23]4[cH:22][c:21]([O:20][CH3:19])[c:30]([O:31][CH3:32])[cH:29][c:28]4[n:27]3)[CH2:38][CH2:37]2)[CH2:3][O:4][c:5]2[c:6]1[cH:7][cH:8][cH:9][cH:10]2. Starting materials: C(C)OC(CCN(C1C(CCC1)C)C1=NC(=NC=C1[N+](=O)[O-])Cl)=O ((rac)-3-[(2-chloro-5-nitro-pyrimidin-4-yl)-(2-methyl-cyclopentyl)-amino]-propanoic acid ethyl ester), [H][H] (hydrogen). The reagents and catalysts are [Pd] (palladium on carbon). Solvent: C(C)(=O)OCC (ethyl acetate). The product is C(C)OC(CCN(C1C(CCC1)C)C1=NC(=NC=C1N)Cl)=O ((rac)-3-[(5-amino-2-chloro-pyrimidin-4-yl)-(2-methyl-cyclopentyl)-amino]-propanoic acid ethyl ester). The yield is 82.3%. RXN SMILES: [CH2:1]([O:3][C:4](=[O:24])[CH2:5][CH2:6][N:7]([C:14]1[C:19]([N+:20]([O-])=O)=[CH:18][N:17]=[C:16]([Cl:23])[N:15]=1)[CH:8]1[CH2:12][CH2:11][CH2:10][CH:9]1[CH3:13])[CH3:2].[H][H]>C(OCC)(=O)C.[Pd]>[CH2:1]([O:3][C:4](=[O:24])[CH2:5][CH2:6][N:7]([C:14]1[C:19]([NH2:20])=[CH:18][N:17]=[C:16]([Cl:23])[N:15]=1)[CH:8]1[CH2:12][CH2:11][CH2:10][CH:9]1[CH3:13])[CH3:2]. Procedure: A mixture of 3.3 g (0.0093 mole) of (rac)-3-[(2-chloro-5-nitro-pyrimidin-4-yl)-(2-methyl-cyclopentyl)-amino]-propanoic acid ethyl ester (IV-57) in 30 mL of ethyl acetate and 0.5 g of 5% palladium on carbon catalyst was stirred under an atmosphere of hydrogen until hydrogen uptake was complete. The mixture was filtered through a pad of Celite, washing the filter pad with dichloromethane. Concentration of the filtrate under reduced pressure gave 2.5 g of (rac)-3-[(5-amino-2-chloro-pyrimidin-4-yl)-... Reactants: CCCCc1nc(C)c(CC)c(Cl)n1, N. Yields the product CCCCc1nc(C)c(CC)c(N)n1. RXN SMILES: [CH2:1]([CH2:2][CH2:3][CH3:4])[c:5]1[n:6][c:7]([CH3:14])[c:8]([CH2:12][CH3:13])[c:9]([Cl:11])[n:10]1.[NH3:15]>>[CH2:1]([CH2:2][CH2:3][CH3:4])[c:5]1[n:6][c:7]([CH3:14])[c:8]([CH2:12][CH3:13])[c:9]([NH2:15])[n:10]1. The reactants are 4, BrN1C(CCC1=O)=O (N-bromosuccinimide), O=C1CCCC=2C3=CC=CC=C3C=CC12 (oxo-1,2,3,4-tetrahydrophenanthrene), BrN1C(CCC1=O)=O (N-bromo succinimide). Solvent: C(Cl)(Cl)(Cl)Cl (carbon tetrachloride). Yields the product C1=CC=C(C=2C3=CC=CC=C3C=CC12)O (4-phenanthrol). Reaction SMILES: O=[C:2]1[C:15]2[CH:14]=[CH:13][C:12]3[C:7](=[CH:8][CH:9]=[CH:10][CH:11]=3)[C:6]=2[CH2:5][CH2:4][CH2:3]1.BrN1C(=[O:22])CCC1=O>C(Cl)(Cl)(Cl)Cl>[CH:2]1[C:15]2[CH:14]=[CH:13][C:12]3[C:7](=[CH:8][CH:9]=[CH:10][CH:11]=3)[C:6]=2[C:5]([OH:22])=[CH:4][CH:3]=1. Reported procedure: In a 1000 ml 3-neck flask equipped with magnetic stirrer and reflux condenser with nitrogen inlet, 400 ml of carbon tetrachloride was added followed by 26 gms of 4 oxo-1,2,3,4-tetrahydrophenanthrene and 26.5 gm of N-bromo succinimide. The reaction was illuminated with a 600 watt Quartzlite lamp for 6 hours. Then an additional 2.0 gms of N-bromosuccinimide was added and the reaction refluxed for 1 hour. The reaction was cooled to room temperature and the solids filtered off and washed with carbon... Reactants: FC1=C2C=CC=NC2=C(C=C1)[N+](=O)[O-] (5-fluoro-8-nitroquinoline), FC1=C2C=CC=NC2=C(C=C1)[N+](=O)[O-] (5-fluoro-8-nitroquinoline), [Sn](Cl)Cl (tin (II) chloride). Reagents/catalysts: Cl (HCl). Yields the product FC1=C2C=CC=NC2=C(C=C1)N (5-Fluoroquinolin-8-amine). Yield: 106.7%. As a reaction SMILES: [F:1][C:2]1[CH:11]=[CH:10][C:9]([N+:12]([O-])=O)=[C:8]2[C:3]=1[CH:4]=[CH:5][CH:6]=[N:7]2.[Sn](Cl)Cl>Cl>[F:1][C:2]1[CH:11]=[CH:10][C:9]([NH2:12])=[C:8]2[C:3]=1[CH:4]=[CH:5][CH:6]=[N:7]2. Procedure: In a similar fashion using route 1 general procedure 4, 5-fluoro-8-nitroquinoline (Intermediate 38) (500 mg, 2.60 mmol), tin (II) chloride (1.48 mg, 7.80 mmol) and 6N HCl (4 drops) gave the title compound (450 mg, >100% crude) which was used in the next step without purification. The structure was confirmed by 1H NMR. Yields the product CNC(=O)c1ccc(Nc2ccnc3cc(C(F)(F)F)ccc23)cc1, Cl. RXN SMILES: [CH3:1][NH:2][C:3]([c:4]1[cH:5][cH:6][c:7]([NH2:10])[cH:8][cH:9]1)=[O:11].[CH3:28][CH2:29][OH:30].[Cl:12][c:13]1[cH:14][cH:15][n:16][c:17]2[cH:18][c:19]([C:23]([F:24])([F:25])[F:26])[cH:20][cH:21][c:22]12.[ClH:27]>>[CH3:1][NH:2][C:3]([c:4]1[cH:5][cH:6][c:7]([NH:10][c:13]2[cH:14][cH:15][n:16][c:17]3[cH:18][c:19]([C:23]([F:24])([F:25])[F:26])[cH:20][cH:21][c:22]23)[cH:8][cH:9]1)=[O:11].[ClH:12]. Starting materials: CNC(=O)c1ccc(N)cc1, CCO, FC(F)(F)c1ccc2c(Cl)ccnc2c1, Cl.